From a dataset of the Open Reaction Database (ORD), a public repository of structured organic reaction records. describe an organic reaction: reactants, conditions, products, and yield The reactants are COC(=O)C1=CC=C(S1)C=1N(C=CC1)C(=O)OC(C)(C)C (tert-butyl 2-(5-(methoxycarbonyl)thiophen-2-yl)-1H-pyrrole-1-carboxylate), [H][H] (hydrogen). Reagents/catalysts: [Pt] (platinum on carbon). The solvent is C(C)(=O)O (acetic acid). The product is COC(=O)C1=CC=C(S1)C1N(CCC1)C(=O)OC(C)(C)C (tert-butyl 2-(5-(methoxycarbonyl)thiophen-2-yl)pyrrolidine-1-carboxylate). As a reaction SMILES: [CH3:1][O:2][C:3]([C:5]1[S:9][C:8]([C:10]2[N:11]([C:15]([O:17][C:18]([CH3:21])([CH3:20])[CH3:19])=[O:16])[CH:12]=[CH:13][CH:14]=2)=[CH:7][CH:6]=1)=[O:4].[H][H]>C(O)(=O)C.[Pt]>[CH3:1][O:2][C:3]([C:5]1[S:9][C:8]([CH:10]2[CH2:14][CH2:13][CH2:12][N:11]2[C:15]([O:17][C:18]([CH3:21])([CH3:20])[CH3:19])=[O:16])=[CH:7][CH:6]=1)=[O:4]. Reported procedure: To a solution of EXAMPLE 34A (3.7 g) in acetic acid (200 mL) was added 5% platinum on carbon (370 mg). The mixture was shaken under 60 psi of hydrogen until all starting material was consumed, filtered and concentrated. The concentrate was partitioned between ethyl acetate and saturated sodium bicarbonate solution. The extract was washed with water and concentrated. Starting materials: CCCCCC, CS(C)=O, [H-], [Na+], O=S(=O)(Cl)c1ccccc1, c1cnc2cc[nH]c2c1. Yields the product O=S(=O)(c1ccccc1)n1ccc2ncccc21. As a reaction SMILES: [CH3:22][CH2:23][CH2:24][CH2:25][CH2:26][CH3:27].[CH3:28][S:29]([CH3:30])=[O:31].[H-:1].[Na+:2].[c:12]1([S:18](=[O:19])(=[O:20])[Cl:21])[cH:13][cH:14][cH:15][cH:16][cH:17]1.[nH:3]1[cH:4][cH:5][c:6]2[n:7][cH:8][cH:9][cH:10][c:11]12>>[n:3]1([S:18]([c:12]2[cH:13][cH:14][cH:15][cH:16][cH:17]2)(=[O:19])=[O:20])[cH:4][cH:5][c:6]2[n:7][cH:8][cH:9][cH:10][c:11]12. The reactants are F[B-](F)(F)F, CCOC(=O)CC(c1ccccc1)n1cnc2cc(C(=O)O)ccc21, CCN(C(C)C)C(C)C, CN(C)C=O, CN(C)C(On1nnc2ccccc21)=[N+](C)C, c1cnc(N2CCNCC2)cn1. Product: CCOC(=O)CC(c1ccccc1)n1cnc2cc(C(=O)N3CCN(c4cnccn4)CC3)ccc21. RXN SMILES: [B-:35]([F:36])([F:37])([F:38])[F:39].[CH2:1]([CH3:2])[O:3][C:4]([CH2:5][CH:6]([c:7]1[cH:8][cH:9][cH:10][cH:11][cH:12]1)[n:13]1[cH:14][n:15][c:16]2[c:17]1[cH:18][cH:19][c:20]([C:22](=[O:23])[OH:24])[cH:21]2)=[O:25].[CH:26]([N:27]([CH2:28][CH3:29])[CH:30]([CH3:31])[CH3:32])([CH3:33])[CH3:34].[O:69]=[CH:70][N:71]([CH3:72])[CH3:73].[n:40]1([O:41][C:42]([N:43]([CH3:44])[CH3:45])=[N+:46]([CH3:47])[CH3:48])[c:49]2[cH:50][cH:51][cH:52][cH:53][c:54]2[n:55][n:56]1.[n:57]1[c:58]([N:63]2[CH2:64][CH2:65][NH:66][CH2:67][CH2:68]2)[cH:59][n:60][cH:61][cH:62]1>>[CH2:1]([CH3:2])[O:3][C:4]([CH2:5][CH:6]([c:7]1[cH:8][cH:9][cH:10][cH:11][cH:12]1)[n:13]1[cH:14][n:15][c:16]2[c:17]1[cH:18][cH:19][c:20]([C:22](=[O:23])[N:66]1[CH2:65][CH2:64][N:63]([c:58]3[n:57][cH:62][cH:61][n:60][cH:59]3)[CH2:68][CH2:67]1)[cH:21]2)=[O:25]. The reactants are IC (Iodomethane), C(C=C)OC(=O)N1C[C@H](C[C@H]1CC=1N=CN2C1SC=C2)SC=2[C@@H]([C@H]1N(C2C(=O)OCC=C)C([C@@H]1[C@@H](C)O)=O)C (allyl (1R,5S,6S)-2-[(3S,5R)-1-allyloxycarbonyl-5-(imidazo[5,1-b]thiazol-7-yl)methylpyrrolidin-3-yl]thio-6-((1R)-1-hydroxyethyl)-1-methylcarbapen-2-em-3-carboxylate). Reaction conditions: time 19 hour. Product: [I-].C(C=C)OC(=O)N1C[C@H](C[C@H]1CC=1N(C=[N+]2C1SC=C2)C)SC=2[C@@H]([C@H]1N(C2C(=O)OCC=C)C([C@@H]1[C@@H](C)O)=O)C (allyl(1R,5S,6S)-2-[(3S,5R)-1-allyloxycarbonyl-5-(6-methylimidazo[5,1-b]thiazolium-7-yl)methylpyrrolidin-3-yl]thio-6-((1R)-1-hydroxyethyl)-1-methylcarbapen-2-em-3-carboxylate iodide). As a reaction SMILES: [I:1][CH3:2].[CH2:3]([O:6][C:7]([N:9]1[C@H:13]([CH2:14][C:15]2[N:16]=[CH:17][N:18]3[CH:22]=[CH:21][S:20][C:19]=23)[CH2:12][C@H:11]([S:23][C:24]2[C@H:25]([CH3:41])[C@@H:26]3[C@@H:36]([C@H:37]([OH:39])[CH3:38])[C:35](=[O:40])[N:27]3[C:28]=2[C:29]([O:31][CH2:32][CH:33]=[CH2:34])=[O:30])[CH2:10]1)=[O:8])[CH:4]=[CH2:5]>>[I-:1].[CH2:3]([O:6][C:7]([N:9]1[C@H:13]([CH2:14][C:15]2[N:16]([CH3:2])[CH:17]=[N+:18]3[CH:22]=[CH:21][S:20][C:19]=23)[CH2:12][C@H:11]([S:23][C:24]2[C@H:25]([CH3:41])[C@@H:26]3[C@@H:36]([C@H:37]([OH:39])[CH3:38])[C:35](=[O:40])[N:27]3[C:28]=2[C:29]([O:31][CH2:32][CH:33]=[CH2:34])=[O:30])[CH2:10]1)=[O:8])[CH:4]=[CH2:5] |f:2.3|. Reported procedure: Iodomethane (0.468 ml) is added to 43.0 mg of allyl (1R,5S,6S)-2-[(3S,5R)-1-allyloxycarbonyl-5-(imidazo[5,1-b]thiazol-7-yl)methylpyrrolidin-3-yl]thio-6-((1R)-1-hydroxyethyl)-1-methylcarbapen-2-em-3-carboxylate described in Example 34-a), and the mixture is stirred in an argon atmosphere in a light-shielded state at room temperature for 19 hr. The excess reagent is removed by evaporation under reduced pressure to give a crude product of allyl(1R,5S,6S)-2-[(3S,5R)-1-allyloxycarbonyl-5-(6-methylimi... The reactants are Brc1cnc(Br)nc1, Cc1ccccc1, CCO, [Na+], [Na+], O=C([O-])[O-], O, [Pd], c1ccc(P(c2ccccc2)c2ccccc2)cc1, OB(O)c1ccc(OCc2ccccc2)cc1. Product: Brc1cnc(-c2ccc(OCc3ccccc3)cc2)nc1. As a reaction SMILES: [Br:1][c:2]1[n:3][cH:4][c:5]([Br:8])[cH:6][n:7]1.[CH3:51][c:52]1[cH:53][cH:54][cH:55][cH:56][cH:57]1.[CH3:60][CH2:61][OH:62].[Na+:45].[Na+:46].[O-:47][C:48](=[O:49])[O-:50].[OH2:59].[Pd:58].[c:26]1([P:27]([c:28]2[cH:29][cH:30][cH:31][cH:32][cH:33]2)[c:34]2[cH:35][cH:36][cH:37][cH:38][cH:39]2)[cH:40][cH:41][cH:42][cH:43][cH:44]1.[c:9]1([CH2:15][O:16][c:17]2[cH:18][cH:19][c:20]([B:23]([OH:24])[OH:25])[cH:21][cH:22]2)[cH:10][cH:11][cH:12][cH:13][cH:14]1>>[c:2]1(-[c:20]2[cH:19][cH:18][c:17]([O:16][CH2:15][c:9]3[cH:10][cH:11][cH:12][cH:13][cH:14]3)[cH:22][cH:21]2)[n:3][cH:4][c:5]([Br:8])[cH:6][n:7]1.